From a dataset of the Open Reaction Database (ORD), a public repository of structured organic reaction records. describe an organic reaction: reactants, conditions, products, and yield The reactants are [N-]=[N+]=[N-], [Na+], CN(C)C=O, Cc1ccc(S(=O)(=O)Cc2nc(CO)nc(CO)n2)cc1. The product is [N-]=[N+]=NCc1nc(CO)nc(CO)n1. Reaction SMILES: [N-:23]=[N+:24]=[N-:25].[Na+:22].[O:26]=[CH:27][N:28]([CH3:29])[CH3:30].[c:1]1([CH3:2])[cH:3][cH:4][c:5]([S:6](=[O:7])(=[O:8])[CH2:10][c:11]2[n:12][c:13]([CH2:19][OH:20])[n:14][c:15]([CH2:17][OH:18])[n:16]2)[cH:9][cH:21]1>>[CH2:10]([c:11]1[n:12][c:13]([CH2:19][OH:20])[n:14][c:15]([CH2:17][OH:18])[n:16]1)[N:23]=[N+:24]=[N-:25]. Solvent: CO (MeOH). As a reaction SMILES: CO[C:3]1[CH:4]([CH2:10][CH2:11][C:12]2[CH:21]=[CH:20][CH:19]=[CH:18][C:13]=2[C:14]([O:16][CH3:17])=[O:15])[CH2:5][CH2:6][CH2:7][CH2:8][N:9]=1.[Cl-:22].[NH4+:23]>CO>[ClH:22].[NH:23]=[C:3]1[CH:4]([CH2:10][CH2:11][C:12]2[CH:21]=[CH:20][CH:19]=[CH:18][C:13]=2[C:14]([O:16][CH3:17])=[O:15])[CH2:5][CH2:6][CH2:7][CH2:8][NH:9]1 |f:1.2,4.5|. Yields the product Cl.N=C1NCCCCC1CCC1=C(C(=O)OC)C=CC=C1 (methyl 2-[2-(hexahydro-2-imino-1H-azepin-3-yl)ethyl]benzoate, monohydrochloride). Reactants: COC=1C(CCCCN1)CCC1=C(C(=O)OC)C=CC=C1 (methyl 2-[2-(3,4,5,6-tetrahydro-7-methoxy-2H-azepin-6-yl)ethyl]benzoate), [Cl-].[NH4+] (ammonium chloride), title material. Reported procedure: The title product of Example 89 in MeOH is reacted with ammonium chloride by the method of Example 5 to generate the title material. Reactants: N1(CCNCC1)C=1C=CC=2N(N1)C(=NN2)C(F)(F)F (6-(piperazin-1-yl)-3-(trifluoromethyl)-[1,2,4]triazolo[4,3-b]pyridazine), ClC1=C(C=O)C=CC=C1 (2-chlorobenzaldehyde). Product: ClC1=C(C=CC=C1)CN1CCN(CC1)C=1C=CC=2N(N1)C(=NN2)C(F)(F)F (6-[4-[(2-chlorophenyl)methyl]piperazin-1-yl]-3-(trifluoromethyl)-[1,2,4]triazolo[4,3-b]pyridazine). RXN SMILES: [N:1]1([C:7]2[CH:8]=[CH:9][C:10]3[N:11]([C:13]([C:16]([F:19])([F:18])[F:17])=[N:14][N:15]=3)[N:12]=2)[CH2:6][CH2:5][NH:4][CH2:3][CH2:2]1.[Cl:20][C:21]1[CH:28]=[CH:27][CH:26]=[CH:25][C:22]=1[CH:23]=O>>[Cl:20][C:21]1[CH:28]=[CH:27][CH:26]=[CH:25][C:22]=1[CH2:23][N:4]1[CH2:3][CH2:2][N:1]([C:7]2[CH:8]=[CH:9][C:10]3[N:11]([C:13]([C:16]([F:17])([F:18])[F:19])=[N:14][N:15]=3)[N:12]=2)[CH2:6][CH2:5]1. Procedure: Reductive amination of 6-(piperazin-1-yl)-3-(trifluoromethyl)-[1,2,4]triazolo[4,3-b]pyridazine with 2-chlorobenzaldehyde was carried out according to General Synthetic Method 5. The crude product was purified by hplc using a Waters XBridge Prep C18 OBD column (5μ silica, 19 mm diameter, 100 mm length) eluted with decreasingly polar mixtures of water (containing 1% aqueous ammonia) and acetonitrile as eluents to give 6-[4-[(2-chlorophenyl)methyl]piperazin-1-yl]-3-(trifluoromethyl)-[1,2,4]triazolo... Starting materials: C#CC(O)c1c(-c2ccc(Br)o2)nn2c(Cl)cccc12, ClCCl. Product: C#CC(=O)c1c(-c2ccc(Br)o2)nn2c(Cl)cccc12. As a reaction SMILES: [Br:1][c:2]1[cH:3][cH:4][c:5](-[c:7]2[n:8][n:9]3[c:10]([cH:11][cH:12][cH:13][c:14]3[Cl:15])[c:16]2[CH:17]([C:18]#[CH:19])[OH:20])[o:6]1.[Cl:21][CH2:22][Cl:23]>>[Br:1][c:2]1[cH:3][cH:4][c:5](-[c:7]2[n:8][n:9]3[c:10]([cH:11][cH:12][cH:13][c:14]3[Cl:15])[c:16]2[C:17]([C:18]#[CH:19])=[O:20])[o:6]1. Reactants: O=C(OC(Cl)(Cl)Cl)OC(Cl)(Cl)Cl, CC(C)N1CCNCC1, Nc1ccc2nc(NC3CCc4ccccc43)ccc2c1. Yields the product CC(C)N1CCN(C(=O)Nc2ccc3nc(NC4CCc5ccccc54)ccc3c2)CC1. Reaction SMILES: [C:1]([O:2][C:3]([Cl:4])([Cl:5])[Cl:6])([O:7][C:8]([Cl:9])([Cl:10])[Cl:11])=[O:12].[CH3:13][CH:14]([CH3:15])[N:16]1[CH2:17][CH2:18][NH:19][CH2:20][CH2:21]1.[CH:22]1([NH:31][c:32]2[n:33][c:34]3[cH:35][cH:36][c:37]([NH2:42])[cH:38][c:39]3[cH:40][cH:41]2)[CH2:23][CH2:24][c:25]2[cH:26][cH:27][cH:28][cH:29][c:30]21>>[C:1](=[O:12])([N:19]1[CH2:18][CH2:17][N:16]([CH:14]([CH3:13])[CH3:15])[CH2:21][CH2:20]1)[NH:42][c:37]1[cH:36][cH:35][c:34]2[n:33][c:32]([NH:31][CH:22]3[CH2:23][CH2:24][c:25]4[cH:26][cH:27][cH:28][cH:29][c:30]43)[cH:41][cH:40][c:39]2[cH:38]1.